This data is from the Open Reaction Database (ORD), a public repository of structured organic reaction records. The task is: describe an organic reaction: reactants, conditions, products, and yield Reactants: COc1ccccc1COCCCOc1ccc(C2CCN(C(=O)OC(C)(C)C)CC2OCc2ccc3c(c2)N(CCNS(C)(=O)=O)CCC3)cc1, CO, Cl. Yields the product COc1ccccc1COCCCOc1ccc(C2CCNCC2OCc2ccc3c(c2)N(CCNS(C)(=O)=O)CCC3)cc1. Reaction SMILES: [C:1]([O:2][C:3](=[O:4])[N:8]1[CH2:9][CH:10]([O:34][CH2:35][c:36]2[cH:37][cH:38][c:39]3[c:44]([cH:45]2)[N:43]([CH2:46][CH2:47][NH:48][S:49](=[O:50])(=[O:51])[CH3:52])[CH2:42][CH2:41][CH2:40]3)[CH:11]([c:14]2[cH:15][cH:16][c:17]([O:20][CH2:21][CH2:22][CH2:23][O:24][CH2:25][c:26]3[c:27]([O:32][CH3:33])[cH:28][cH:29][cH:30][cH:31]3)[cH:18][cH:19]2)[CH2:12][CH2:13]1)([CH3:5])([CH3:6])[CH3:7].[CH3:54][OH:55].[ClH:53]>>[NH:8]1[CH2:9][CH:10]([O:34][CH2:35][c:36]2[cH:37][cH:38][c:39]3[c:44]([cH:45]2)[N:43]([CH2:46][CH2:47][NH:48][S:49](=[O:50])(=[O:51])[CH3:52])[CH2:42][CH2:41][CH2:40]3)[CH:11]([c:14]2[cH:15][cH:16][c:17]([O:20][CH2:21][CH2:22][CH2:23][O:24][CH2:25][c:26]3[c:27]([O:32][CH3:33])[cH:28][cH:29][cH:30][cH:31]3)[cH:18][cH:19]2)[CH2:12][CH2:13]1. Starting materials: OCCNCCNC1=CC=C(C=2C(C3=C(C=CC(=C3C(C12)=O)O)O)=O)NCCNCCO (1,4-bis[2-(2-hydroxyethylamino)ethylamino]-5,8-dihydroxyanthraquinone), C(CCC(=O)O)(=O)O (succinic acid). Solvent: C(C)O (ethanol). Yields the product C(CCC(=O)O)(=O)O.C(CCC(=O)O)(=O)O.OCCNCCNC1=CC=C(C=2C(C3=C(C=CC(=C3C(C12)=O)O)O)=O)NCCNCCO (1,4-Bis[2-(2-hydroxyethylamino)ethylamino]-5,8-dihydroxyanthraquinone disuccinate salt). As a reaction SMILES: [OH:1][CH2:2][CH2:3][NH:4][CH2:5][CH2:6][NH:7][C:8]1[C:21]2[C:20](=[O:22])[C:19]3[C:14](=[C:15]([OH:24])[CH:16]=[CH:17][C:18]=3[OH:23])[C:13](=[O:25])[C:12]=2[C:11]([NH:26][CH2:27][CH2:28][NH:29][CH2:30][CH2:31][OH:32])=[CH:10][CH:9]=1.[C:33]([OH:40])(=[O:39])[CH2:34][CH2:35][C:36]([OH:38])=[O:37]>C(O)C>[C:33]([OH:40])(=[O:39])[CH2:34][CH2:35][C:36]([OH:38])=[O:37].[C:33]([OH:40])(=[O:39])[CH2:34][CH2:35][C:36]([OH:38])=[O:37].[OH:1][CH2:2][CH2:3][NH:4][CH2:5][CH2:6][NH:7][C:8]1[C:21]2[C:20](=[O:22])[C:19]3[C:14](=[C:15]([OH:24])[CH:16]=[CH:17][C:18]=3[OH:23])[C:13](=[O:25])[C:12]=2[C:11]([NH:26][CH2:27][CH2:28][NH:29][CH2:30][CH2:31][OH:32])=[CH:10][CH:9]=1 |f:3.4.5|. Procedure: A mixture of 222 mg. of 1,4-bis[2-(2-hydroxyethylamino)ethylamino]-5,8-dihydroxyanthraquinone, 118 mg. of succinic acid, and 50 ml. of ethanol is heated under reflux for 30 minutes to give the title compound. Reactants: BrC=1C(=NC(=CC1C)Cl)C (3-bromo-6-chloro-2,4-dimethylpyridine), OO.NC(=O)N (urea hydrogen peroxide), FC(C(=O)OC(C(F)(F)F)=O)(F)F (Trifluoracetic anhydride), CSC (dimethyl sulfide). Solvent: C(Cl)Cl (CH2Cl2), O (water), C(Cl)Cl (CH2Cl2). Run at temperature 0 celsius, time 10 minute. Yields the product BrC=1C(=[N+](C(=CC1C)Cl)[O-])C (3-bromo-6-chloro-2,4-dimethylpyridine 1-oxide). RXN SMILES: OO.NC(N)=[O:5].FC(F)(F)C(OC(=O)C(F)(F)F)=O.[Br:20][C:21]1[C:22]([CH3:29])=[N:23][C:24]([Cl:28])=[CH:25][C:26]=1[CH3:27].CSC>C(Cl)Cl.O>[Br:20][C:21]1[C:22]([CH3:29])=[N+:23]([O-:5])[C:24]([Cl:28])=[CH:25][C:26]=1[CH3:27] |f:0.1|. Procedure: A suspension of urea hydrogen peroxide (33.9 g, 360 mmol) in CH2Cl2 (1.985 L) was cooled to 0° C. Trifluoracetic anhydride (25.4 mL, 180 mmol) was added and the reaction was warmed to r.t. and stirred for 10 minutes. Next, 3-bromo-6-chloro-2,4-dimethylpyridine (39.7 g, 180 mmol) was added as a solution in CH2Cl2 (198 mL). The reaction was stirred for 2.5 hours at room temperature and then dimethyl sulfide (170 mL, 2305 mmol) was added and stirring was continued for an additional 30 minutes. Next... The reactants are C(C)(C)(C)OC(=O)N1CCN(CC1)C(=O)C=1C(=C(N2C=CC(=CC12)Br)C1=CC=CC=C1)CC1=C(C(=CC=C1)F)C (4-[7-Bromo-2-(3-fluoro-2-methyl-benzyl)-3-phenyl-indolizine-1-carbonyl]-piperazine-1-carboxylic acid tert-butyl ester). Solvent: C(Cl)Cl (DCM), C(=O)(C(F)(F)F)O (TFA). Reaction conditions: time 8 hour. Yields the product BrC=1C=CN2C(=C(C(=C2C1)C(=O)N1CCNCC1)CC1=C(C(=CC=C1)F)C)C1=CC=CC=C1 ([7-Bromo-2-(3-fluoro-2-methyl-benzyl)-3-phenyl-indolizin-1-yl]-piperazin-1-yl-methanone). The yield is 25.8%. As a reaction SMILES: C(OC([N:8]1[CH2:13][CH2:12][N:11]([C:14]([C:16]2[C:17]([CH2:32][C:33]3[CH:38]=[CH:37][CH:36]=[C:35]([F:39])[C:34]=3[CH3:40])=[C:18]([C:26]3[CH:31]=[CH:30][CH:29]=[CH:28][CH:27]=3)[N:19]3[C:24]=2[CH:23]=[C:22]([Br:25])[CH:21]=[CH:20]3)=[O:15])[CH2:10][CH2:9]1)=O)(C)(C)C>C(Cl)Cl.C(O)(C(F)(F)F)=O>[Br:25][C:22]1[CH:21]=[CH:20][N:19]2[C:24]([CH:23]=1)=[C:16]([C:14]([N:11]1[CH2:12][CH2:13][NH:8][CH2:9][CH2:10]1)=[O:15])[C:17]([CH2:32][C:33]1[CH:38]=[CH:37][CH:36]=[C:35]([F:39])[C:34]=1[CH3:40])=[C:18]2[C:26]1[CH:27]=[CH:28][CH:29]=[CH:30][CH:31]=1. Procedure: A solution of the compound of step 3 (70 mg, 115 μmol) in DCM (4 ml) and TFA (2 ml) was stirred at room temperature for 2 h. The solvents were evaporated and the resulting solid was purified by preparative HPLC. The fractions containing the title compound were combined and lyophilized overnight. The obtained solid was dissolved in a small quantity of MOH, mixed with 0.1 N hydrochloric acid and the mixture lyophilized overnight to give 15 mg of the title compound in the form of [7-bromo-2-(3-fluo... Reactants: ClCC(=C)C (3-chloro-2-methylpropene), BrC1=C(C(=CC(=C1)Br)C(C)C)O (2,4-dibromo-6-isopropyl-phenol), [I-].[Na+] (sodium iodide), BrC1=C(C(=CC(=C1)Br)C(C)C)O (2,4-dibromo-6-isopropyl-phenol), C([O-])([O-])=O.[K+].[K+] (potassium carbonate). The solvent is CC(=O)C (acetone), 1L. Yields the product BrC1=C(C(=CC(=C1)Br)C(C)C)OCC(=C)C (1,5-Dibromo-3-isopropyl-2-(2-methyl-allyloxy)-benzene). RXN SMILES: [Br:1][C:2]1[CH:7]=[C:6]([Br:8])[CH:5]=[C:4]([CH:9]([CH3:11])[CH3:10])[C:3]=1[OH:12].C(=O)([O-])[O-].[K+].[K+].[I-].[Na+].Cl[CH2:22][C:23]([CH3:25])=[CH2:24]>CC(C)=O>[Br:1][C:2]1[CH:7]=[C:6]([Br:8])[CH:5]=[C:4]([CH:9]([CH3:10])[CH3:11])[C:3]=1[O:12][CH2:24][C:23]([CH3:25])=[CH2:22] |f:1.2.3,4.5|. Procedure: Following general procedure B and using 2,4-dibromo-6-isopropyl-phenol (Compound 4, 76.56 g, 0.25 mol), potassium carbonate (41.46 g, 0.3 mol), sodium iodide (3.75 g, 0.025 mol) and 3-chloro-2-methylpropene (74 mL, 0.375 mol) in 1L of acetone, the title compound was obtained as a yellow oil. 1H NMR (300 MHz, CDCl3): δ 7.52 (d, 1H, J=2.2 Hz), 7.30 (d, 1H, J=2.2 Hz), 5.17 (s, 1H), 5.01 (s, 1H), 4.29 (s, 2H), 3.29 (heptet, 1H, J=6.9 Hz), 1.91 (s, 3H), 1.23 (d, 6H, J=6.7 Hz). Starting materials: BrC(C(C(=O)OCC)(C)C)CBr (Ethyl 3,4-dibromo-2,2-dimethylbutanoate), [OH-].[K+] (potassium hydroxide). Run in O (water), CO (methanol), O (water). The product is BrC(C(C(=O)OC)(C)C)=C (methyl 3-bromo-2,2-dimethylbut-3-enoate). Yield: 39.4%. RXN SMILES: [Br:1][CH:2]([CH2:11]Br)[C:3]([CH3:10])([CH3:9])[C:4]([O:6][CH2:7]C)=[O:5].[OH-].[K+]>CO.O>[Br:1][C:2](=[CH2:11])[C:3]([CH3:10])([CH3:9])[C:4]([O:6][CH3:7])=[O:5] |f:1.2|. Reported procedure: Ethyl 3,4-dibromo-2,2-dimethylbutanoate (6.3 g), prepared as described in Example 3 above, was treated with 3.6 g of potassium hydroxide in 50 mL of 4:1 methanol:water and stirred 16 hours at ambient temperature. The solution was diluted with 100 mL of water and extracted with ether. The organic layer was washed with a saturated brine solution, dried and concentrated in vacuo to give 1.7 g of methyl 3-bromo-2,2-dimethylbut-3-enoate as an oil. Starting materials: stannous chloride dihydrate, CC(C#N)(C)C1=CC=C(C=C1)[N+](=O)[O-] (2-methyl-2-(4-nitro-phenyl)-propionitrile), C([O-])([O-])=O.[Na+].[Na+] (sodium carbonate). Run in C(C)(=O)OCC (ethyl acetate). Reaction conditions: time 8 hour. Yields the product NC1=CC=C(C=C1)C(C#N)(C)C (2-(4-aminophenyl)-2-methyl propionitrile). Isolated yield 89.0%. RXN SMILES: [CH3:1][C:2]([C:6]1[CH:11]=[CH:10][C:9]([N+:12]([O-])=O)=[CH:8][CH:7]=1)([CH3:5])[C:3]#[N:4].C(=O)([O-])[O-].[Na+].[Na+]>C(OCC)(=O)C>[NH2:12][C:9]1[CH:8]=[CH:7][C:6]([C:2]([CH3:5])([CH3:1])[C:3]#[N:4])=[CH:11][CH:10]=1 |f:1.2.3|. Procedure: 2-methyl-2-(4-nitro-phenyl)-propionitrile was dissolved in ethyl acetate (20 ml) and treated with stannous chloride dihydrate (3.52 g, 15.86 mmol). After stirring overnight at room temperature, the reaction mixture was basified with aqueous sodium carbonate. The organic layer was separated, washed with water, dried and concentrated to oil. The crude compound was purified by column chromatography over silica gel using ethyl acetate/pet ether (1:9) as eluent to give 2-(4-aminophenyl)-2-methyl prop... Reactants: FC1=CC=C2C=CC(N(C2=C1)CCN1C[C@H]([C@H](C1)O)CNC(OCC1=CC=CC=C1)=O)=O (phenylmethyl ({(3R,4R)-1-[2-(7-fluoro-2-oxo-1(2H)-quinolinyl)ethyl]-4-hydroxy-3-pyrrolidinyl}methyl)carbamate). The reagents and catalysts are [Pd] (Pd/C). Solvent: CO (methanol). Reaction conditions: time 2 hour. Product: NC[C@@H]1CN(C[C@@H]1O)CCN1C(C=CC2=CC=C(C=C12)F)=O (1-{2-[(3R,4R)-3-(aminomethyl)-4-hydroxy-1-pyrrolidinyl]ethyl}-7-fluoro-2(1H)-quinolinone). The yield is 96.0%. Reaction SMILES: [F:1][C:2]1[CH:11]=[C:10]2[C:5]([CH:6]=[CH:7][C:8](=[O:32])[N:9]2[CH2:12][CH2:13][N:14]2[CH2:18][C@H:17]([OH:19])[C@H:16]([CH2:20][NH:21]C(=O)OCC3C=CC=CC=3)[CH2:15]2)=[CH:4][CH:3]=1>CO.[Pd]>[NH2:21][CH2:20][C@H:16]1[C@@H:17]([OH:19])[CH2:18][N:14]([CH2:13][CH2:12][N:9]2[C:10]3[C:5](=[CH:4][CH:3]=[C:2]([F:1])[CH:11]=3)[CH:6]=[CH:7][C:8]2=[O:32])[CH2:15]1. Procedure details: A solution of phenylmethyl ({(3R,4R)-1-[2-(7-fluoro-2-oxo-1(2H)-quinolinyl)ethyl]-4-hydroxy-3-pyrrolidinyl}methyl)carbamate (0.3 g) in dry methanol (15 mL) was treated with 10% Pd/C (0.08 g) and shaken under 15 psi at room temperature for 2 hours. The Pd catalyst was filtered through Celite®. The filtrate was evaporated to dryness to give an oil (0.2 g). Starting materials: C(C)(C)(C)OC(NC1=C(C=C(C(=C1)OCCC)C(F)(F)F)[N+](=O)[O-])=O ((2-nitro-5-propoxy-4-trifluoromethyl-phenyl)-carbamic acid tert-butyl ester). The reagents and catalysts are [Pd] (Pd/C). Product: C(C)(C)(C)OC(NC1=C(C=C(C(=C1)OCCC)C(F)(F)F)N)=O ((2-Amino-5-propoxy-4-trifluoromethyl-phenyl)-carbamic acid tert-butyl ester), solid. Yield: 16.0%. As a reaction SMILES: [C:1]([O:5][C:6](=[O:25])[NH:7][C:8]1[CH:13]=[C:12]([O:14][CH2:15][CH2:16][CH3:17])[C:11]([C:18]([F:21])([F:20])[F:19])=[CH:10][C:9]=1[N+:22]([O-])=O)([CH3:4])([CH3:3])[CH3:2]>[Pd]>[C:1]([O:5][C:6](=[O:25])[NH:7][C:8]1[CH:13]=[C:12]([O:14][CH2:15][CH2:16][CH3:17])[C:11]([C:18]([F:21])([F:20])[F:19])=[CH:10][C:9]=1[NH2:22])([CH3:2])([CH3:3])[CH3:4]. Reported procedure: The title compound was prepared from (2-nitro-5-propoxy-4-trifluoromethyl-phenyl)-carbamic acid tert-butyl ester (Example A28) (6.46 g, 17.7 mmol) by hydrogenation with 10% Pd/C according to the general procedure J (method a). Obtained as a white solid (0.93 g, 16%). The reactants are CC1=C(C(=O)O)C=C(C=C1C)C1=CC=CC=C1 (2,3-dimethyl-5-phenyl-benzoic acid), C(C(=O)Cl)(=O)Cl (oxalyl chloride), NC=1C(=C(C=CC1F)O)F (3-amino-2,4-difluoro-phenol), C(=O)(O)[O-].[Na+] (NaHCO3). The solvent is C(Cl)Cl (CH2Cl2), O (water), C1CCOC1 (THF). Run at time 1 hour. Product: FC1=C(C(=CC=C1O)F)NC(C1=C(C(=CC(=C1)C1=CC=CC=C1)C)C)=O (N-(2,6-Difluoro-3-hydroxy-phenyl)-2,3-dimethyl-5-phenyl-benzamide). Yield: 47.9%. As a reaction SMILES: [CH3:1][C:2]1[C:10]([CH3:11])=[CH:9][C:8]([C:12]2[CH:17]=[CH:16][CH:15]=[CH:14][CH:13]=2)=[CH:7][C:3]=1[C:4]([OH:6])=O.C(Cl)(=O)C(Cl)=O.[NH2:24][C:25]1[C:26]([F:33])=[C:27]([OH:32])[CH:28]=[CH:29][C:30]=1[F:31].C([O-])(O)=O.[Na+]>C(Cl)Cl.C1COCC1.O>[F:33][C:26]1[C:27]([OH:32])=[CH:28][CH:29]=[C:30]([F:31])[C:25]=1[NH:24][C:4](=[O:6])[C:3]1[CH:7]=[C:8]([C:12]2[CH:17]=[CH:16][CH:15]=[CH:14][CH:13]=2)[CH:9]=[C:10]([CH3:11])[C:2]=1[CH3:1] |f:3.4|. Reported procedure: To a solution of 2,3-dimethyl-5-phenyl-benzoic acid (315 mg, 1.4 mmol, 1.1 eq) in CH2Cl2 (10 mL) was added oxalyl chloride (530 mg, 4.2 mmol, 3.3 eq) at 0° C. The reaction was allowed to warm to room temperature and stirred for 1 h. The solvent and excess reagent were removed under reduced pressure and the residue that remained dissolved in THF (10 mL) and added dropwise to a mixture of 3-amino-2,4-difluoro-phenol (intermediate X(a)) (184 mg, 1.3 mmol, 1.0 eq) and NaHCO3 (532 mg, 6.3 mmol, 5.0 e...